Dataset: the Open Reaction Database (ORD), a public repository of structured organic reaction records. Task: describe an organic reaction: reactants, conditions, products, and yield Starting materials: N1CCC(CC1)N1C(NC2=C(CC1)C=CC=C2)=O (3-piperidin-4-yl-1,3,4,5-tetrahydro-1,3-benzodiazepin-2-one), ClC1=CC(=NC=N1)C(=O)C1=CC2=C(N(C(O2)=O)C)C(=C1)C (6-(6-chloropyrimidine-4-carbonyl)-3,4-dimethyl-3H-benzoxazol-2-one), CCN(C(C)C)C(C)C (DIPEA). The solvent is CN(C)C=O (DMF), CO (methanol). Product: CN1C(OC2=C1C(=CC(=C2)C(=O)C2=CC(=NC=N2)N2CCC(CC2)N2C(NC1=C(CC2)C=CC=C1)=O)C)=O (3-{1-[6-(3,4-dimethyl-2-oxo-2,3-dihydro-benzoxazole-6-carbonyl)-pyrimidin-4-yl]-piperidin-4-yl}-1,3,4,5-tetrahydro-benzo[d][1,3]diazepin-2-one). RXN SMILES: [NH:1]1[CH2:6][CH2:5][CH:4]([N:7]2[CH2:13][CH2:12][C:11]3[CH:14]=[CH:15][CH:16]=[CH:17][C:10]=3[NH:9][C:8]2=[O:18])[CH2:3][CH2:2]1.Cl[C:20]1[N:25]=[CH:24][N:23]=[C:22]([C:26]([C:28]2[CH:38]=[C:37]([CH3:39])[C:31]3[N:32]([CH3:36])[C:33](=[O:35])[O:34][C:30]=3[CH:29]=2)=[O:27])[CH:21]=1.CCN(C(C)C)C(C)C>CN(C=O)C.CO>[CH3:36][N:32]1[C:31]2[C:37]([CH3:39])=[CH:38][C:28]([C:26]([C:22]3[N:23]=[CH:24][N:25]=[C:20]([N:1]4[CH2:2][CH2:3][CH:4]([N:7]5[CH2:13][CH2:12][C:11]6[CH:14]=[CH:15][CH:16]=[CH:17][C:10]=6[NH:9][C:8]5=[O:18])[CH2:5][CH2:6]4)[CH:21]=3)=[O:27])=[CH:29][C:30]=2[O:34][C:33]1=[O:35]. Procedure details: 98 mg (0.40 mmol) 3-piperidin-4-yl-1,3,4,5-tetrahydro-1,3-benzodiazepin-2-one, 0.12 g (0.40 mmol) 6-(6-chloropyrimidine-4-carbonyl)-3,4-dimethyl-3H-benzoxazol-2-one and 0.14 mL (0.80 mmol) DIPEA were stirred in 3 mL DMF for 2 h at RT. The mixture was diluted with methanol, and the precipitate formed was suction filtered, washed with MeOH and diethyl ether and dried. Reactants: [Br-], CC[Mg+], [Cl-], O=C1CCc2cc(F)ccc21, [NH4+]. Product: CCC1(O)CCc2cc(F)ccc21. RXN SMILES: [Br-:1].[CH2:2]([CH3:3])[Mg+:4].[Cl-:16].[F:5][c:6]1[cH:7][c:8]2[c:12]([cH:13][cH:14]1)[C:11](=[O:15])[CH2:10][CH2:9]2.[NH4+:17]>>[CH2:2]([CH3:3])[C:11]1([OH:15])[CH2:10][CH2:9][c:8]2[cH:7][c:6]([F:5])[cH:14][cH:13][c:12]21.